This data is from the Open Reaction Database (ORD), a public repository of structured organic reaction records. The task is: describe an organic reaction: reactants, conditions, products, and yield Starting materials: C(C)C(C(=O)OCC)CC1=CC(=C(C=C1)OC)C(NCC1=CC=C(C=C1)C(F)(F)F)=O (Ethyl 2-ethyl-3-[4-methoxy-3-[N-[[4-(trifluoromethyl)phenyl]-methyl]carbamoyl]phenyl]propanoate), aqueous solution, [OH-].[Na+] (sodium hydroxide). Solvent: C(C)O (ethanol). Run at temperature 50 celsius, time 4 hour. Product: C(C)C(C(=O)O)CC1=CC(=C(C=C1)OC)C(NCC1=CC=C(C=C1)C(F)(F)F)=O (2-Ethyl-3-[4-methoxy-3-[N-[[4-(trifluoromethyl)phenyl]-methyl]carbamoyl]phenyl]propanoic acid). Yield: 106.9%. As a reaction SMILES: [CH2:1]([CH:3]([CH2:9][C:10]1[CH:15]=[CH:14][C:13]([O:16][CH3:17])=[C:12]([C:18](=[O:31])[NH:19][CH2:20][C:21]2[CH:26]=[CH:25][C:24]([C:27]([F:30])([F:29])[F:28])=[CH:23][CH:22]=2)[CH:11]=1)[C:4]([O:6]CC)=[O:5])[CH3:2].[OH-].[Na+]>C(O)C>[CH2:1]([CH:3]([CH2:9][C:10]1[CH:15]=[CH:14][C:13]([O:16][CH3:17])=[C:12]([C:18](=[O:31])[NH:19][CH2:20][C:21]2[CH:22]=[CH:23][C:24]([C:27]([F:29])([F:28])[F:30])=[CH:25][CH:26]=2)[CH:11]=1)[C:4]([OH:6])=[O:5])[CH3:2] |f:1.2|. Reported procedure: Ethyl 2-ethyl-3-[4-methoxy-3-[N-[[4-(trifluoromethyl)phenyl]methyl]carbamoyl]phenyl]propanoate (1.26 g, 2.88 mmol; Example 7), 15 ml of ethanol and 15 ml of 1 mol/l aqueous solution of sodium hydroxide were mixed and, after stirring for 4 hours at 50° C., the reaction mixture was concentrated under reduced pressure. The residue was dissolved in water, which was made acidic with dilute hydrochloric acid. The precipitates produced were filtered, dried and then recrystallized from ethyl acetate to ... Starting materials: FC1=C(C(=O)O)C=C(C(=C1)C1=NOC(=N1)C1=CC(=C(C=C1)C1=C(C=CC=C1)C)COC)F (2,5-difluoro-4-{5-[2-(methoxymethyl)-2′-methylbiphenyl-4-yl]-1,2,4-oxadiazol-3-yl}benzoic acid), COC(CCN)=O (beta-alanine methyl ester). Product: FC1=C(C(=O)NCCC(=O)OC)C=C(C(=C1)C1=NOC(=N1)C1=CC(=C(C=C1)C1=C(C=CC=C1)C)COC)F (Methyl N-(2,5-difluoro-4-{5-[2-(methoxymethyl)-2′-methylbiphenyl-4-yl]-1,2,4-oxadiazol-3-yl}benzoyl)-beta-alaninate), FC1=C(C(=O)NCCC(=O)O)C=C(C(=C1)C1=NOC(=N1)C1=CC(=C(C=C1)C1=C(C=CC=C1)C)COC)F (N-(2,5-difluoro-4-{5-[2-(methoxymethyl)-2′-methylbiphenyl-4-yl]-1,2,4-oxadiazol-3-yl}benzoyl)-beta-alanine). RXN SMILES: [F:1][C:2]1[CH:10]=[C:9]([C:11]2[N:15]=[C:14]([C:16]3[CH:21]=[CH:20][C:19]([C:22]4[CH:27]=[CH:26][CH:25]=[CH:24][C:23]=4[CH3:28])=[C:18]([CH2:29][O:30][CH3:31])[CH:17]=3)[O:13][N:12]=2)[C:8]([F:32])=[CH:7][C:3]=1[C:4]([OH:6])=[O:5].[CH3:33][O:34][C:35](=[O:39])[CH2:36][CH2:37][NH2:38]>>[F:1][C:2]1[CH:10]=[C:9]([C:11]2[N:15]=[C:14]([C:16]3[CH:21]=[CH:20][C:19]([C:22]4[CH:27]=[CH:26][CH:25]=[CH:24][C:23]=4[CH3:28])=[C:18]([CH2:29][O:30][CH3:31])[CH:17]=3)[O:13][N:12]=2)[C:8]([F:32])=[CH:7][C:3]=1[C:4]([NH:38][CH2:37][CH2:36][C:35]([O:34][CH3:33])=[O:39])=[O:5].[F:1][C:2]1[CH:10]=[C:9]([C:11]2[N:15]=[C:14]([C:16]3[CH:21]=[CH:20][C:19]([C:22]4[CH:27]=[CH:26][CH:25]=[CH:24][C:23]=4[CH3:28])=[C:18]([CH2:29][O:30][CH3:31])[CH:17]=3)[O:13][N:12]=2)[C:8]([F:32])=[CH:7][C:3]=1[C:4]([NH:38][CH2:37][CH2:36][C:35]([OH:39])=[O:34])=[O:6]. Procedure details: Methyl N-(2,5-difluoro-4-{5-[2-(methoxymethyl)-2′-methylbiphenyl-4-yl]-1,2,4-oxadiazol-3-yl}benzoyl)-beta-alaninate was prepared following the general procedure 14, starting from 2,5-difluoro-4-{5-[2-(methoxymethyl)-2′-methylbiphenyl-4-yl]-1,2,4-oxadiazol-3-yl}benzoic acid and beta-alanine methyl ester. It was hydrolyzed following general procedure 9 to afford the title compound as a white powder. 1H NMR (DMSO-d6, 300 MHz) δ 12.32 (brs, 1H), 8.68 (m, 1H), 8.33 (m, 1H), 8.18 (d, J=7.8 Hz, 1H), 8.... Reactants: CC(=O)[O-], CC(=O)[O-], C=Cc1ccc(C)cc1, CN(C)C=O, CO, CCN(C(C)C)C(C)C, Oc1nc(Nc2ccc(Cl)c(Cl)c2)nc2c(I)cc(F)cc12, ClCCl, [Pd+2], Cc1ccccc1P(c1ccccc1C)c1ccccc1C. Product: Cc1ccc(C=Cc2cc(F)cc3c(O)nc(Nc4ccc(Cl)c(Cl)c4)nc23)cc1. Reaction SMILES: [C:68]([O-:69])(=[O:70])[CH3:71].[C:73]([O-:74])(=[O:75])[CH3:76].[CH3:23][c:24]1[cH:25][cH:26][c:27]([CH:28]=[CH2:29])[cH:30][cH:31]1.[CH3:63][N:64]([CH3:65])[CH:66]=[O:67].[CH3:80][OH:81].[CH:32]([N:33]([CH:34]([CH3:35])[CH3:36])[CH2:37][CH3:38])([CH3:39])[CH3:40].[Cl:1][c:2]1[cH:3][c:4]([NH:9][c:10]2[n:11][c:12]3[c:13]([I:22])[cH:14][c:15]([F:21])[cH:16][c:17]3[c:18]([OH:20])[n:19]2)[cH:5][cH:6][c:7]1[Cl:8].[Cl:77][CH2:78][Cl:79].[Pd+2:72].[c:41]1([CH3:42])[cH:43][cH:44][cH:45][cH:46][c:47]1[P:48]([c:49]1[cH:50][cH:51][cH:52][cH:53][c:54]1[CH3:55])[c:56]1[cH:57][cH:58][cH:59][cH:60][c:61]1[CH3:62]>>[Cl:1][c:2]1[cH:3][c:4]([NH:9][c:10]2[n:11][c:12]3[c:13]([CH:29]=[CH:28][c:27]4[cH:26][cH:25][c:24]([CH3:23])[cH:31][cH:30]4)[cH:14][c:15]([F:21])[cH:16][c:17]3[c:18]([OH:20])[n:19]2)[cH:5][cH:6][c:7]1[Cl:8]. Starting materials: O=C([O-])[O-], N#CCc1ccc(OCc2ccccc2)cn1, CCO, [Cl-], [K+], [K+], O, [NH3+]O. Product: N=C(Cc1ccc(OCc2ccccc2)cn1)NO. Reaction SMILES: [C:24](=[O:25])([O-:26])[O-:27].[CH2:4]([c:5]1[cH:6][cH:7][cH:8][cH:9][cH:10]1)[O:11][c:12]1[cH:13][cH:14][c:15]([CH2:18][C:19]#[N:20])[n:16][cH:17]1.[CH3:1][CH2:2][OH:3].[Cl-:21].[K+:28].[K+:29].[OH2:30].[OH:22][NH3+:23]>>[CH2:4]([c:5]1[cH:6][cH:7][cH:8][cH:9][cH:10]1)[O:11][c:12]1[cH:13][cH:14][c:15]([CH2:18][C:19](=[NH:20])[NH:23][OH:22])[n:16][cH:17]1. Reactants: CN(C)C=O, ClC1CCOc2ccccc21, [H-], [Na+], Cc1nc2c(O)cc(C(=O)N(C)C)cc2n1C. Yields the product Cc1nc2c(OC3CCOc4ccccc43)cc(C(=O)N(C)C)cc2n1C. RXN SMILES: [CH3:31][N:32]([CH3:33])[CH:34]=[O:35].[Cl:20][CH:21]1[CH2:22][CH2:23][O:24][c:25]2[cH:26][cH:27][cH:28][cH:29][c:30]21.[H-:18].[Na+:19].[OH:1][c:2]1[cH:3][c:4]([C:13](=[O:14])[N:15]([CH3:16])[CH3:17])[cH:5][c:6]2[n:7]([CH3:12])[c:8]([CH3:11])[n:9][c:10]12>>[O:1]([c:2]1[cH:3][c:4]([C:13](=[O:14])[N:15]([CH3:16])[CH3:17])[cH:5][c:6]2[n:7]([CH3:12])[c:8]([CH3:11])[n:9][c:10]12)[CH:21]1[CH2:22][CH2:23][O:24][c:25]2[cH:26][cH:27][cH:28][cH:29][c:30]21. Reactants: solution, [H-].C(C(C)C)[Al+]CC(C)C (diisobutylaluminum hydride), C(C)OC(C=C1CC(C1)C1=CC(=CC=C1)C1(N=C(N(C1=O)C)N)C1=CC=C(C=C1)OC(F)F)=O ((3-{3-[2-Amino-4-(4-difluoromethoxy-phenyl)-1-methyl-5-oxo-4,5-dihydro-1H-imidazol-4-yl]-phenyl}-cyclobutylidene)-acetic acid ethyl ester). Run in O1CCCC1 (THF), O1CCCC1 (tetrahydrofuran). Run at time 1 hour. Yields the product NC1=NC(C(N1C)=O)(C1=CC(=CC=C1)C1CC(C1)=CCO)C1=CC=C(C=C1)OC(F)F (2-amino-5-[4-(difluoromethoxy)phenyl]-5-{3-[3-(2-hydroxyethylidene)cyclobutyl]phenyl}-3-methyl-3,5-dihydro-4H-imidazol-4-one). Isolated yield 18.0%. Reaction SMILES: C([O:3][C:4](=O)[CH:5]=[C:6]1[CH2:9][CH:8]([C:10]2[CH:15]=[CH:14][CH:13]=[C:12]([C:16]3([C:24]4[CH:29]=[CH:28][C:27]([O:30][CH:31]([F:33])[F:32])=[CH:26][CH:25]=4)[C:20](=[O:21])[N:19]([CH3:22])[C:18]([NH2:23])=[N:17]3)[CH:11]=2)[CH2:7]1)C.[H-].C([Al+]CC(C)C)C(C)C>O1CCCC1>[NH2:23][C:18]1[N:19]([CH3:22])[C:20](=[O:21])[C:16]([C:24]2[CH:25]=[CH:26][C:27]([O:30][CH:31]([F:33])[F:32])=[CH:28][CH:29]=2)([C:12]2[CH:13]=[CH:14][CH:15]=[C:10]([CH:8]3[CH2:9][C:6](=[CH:5][CH2:4][OH:3])[CH2:7]3)[CH:11]=2)[N:17]=1 |f:1.2|. Reported procedure: (3-{3-[2-Amino-4-(4-difluoromethoxy-phenyl)-1-methyl-5-oxo-4,5-dihydro-1H-imidazol-4-yl]-phenyl}-cyclobutylidene)-acetic acid ethyl ester (0.202 g, 0.430 mmol) was dissolved in tetrahydrofuran (THF, 2 mL) and chilled in an ice bath. To this solution was added a 1 M solution of diisobutylaluminum hydride (DIBAL) in THF (11 ml). The reaction was stirred for 1 hour at ambient temperature, and then quenched with crushed ice, followed by addition of sodium chloride and ammonium chloride salts. The cr... Starting materials: FC1=CC=C(C=C1)C=1C(=NNC1C(F)(F)F)C1=CC=C(C=C1)S(=O)(=O)C (4-(4-fluorophenyl)-3-[4-(methylsulfonyl)phenyl]-5-(trifluoromethyl)-1H-pyrazole), BrCC(=O)OCC (ethyl bromoacetate), C([O-])([O-])=O.[K+].[K+] (potassium carbonate). Solvent: C(C)(=O)OCC (ethyl acetate), CN(C)C=O (DMF), C(C)(=O)OCC (ethyl acetate). The product is C(C)OC(CN1N=C(C(=C1C(F)(F)F)C1=CC=C(C=C1)F)C1=CC=C(C=C1)S(=O)(=O)C)=O (ethyl[4-(4-fluorophenyl)-3-[4-(methylsulfonyl)phenyl]-5-(trifluoromethyl)-1H-pyrazol-1-yl]acetate). The yield is 33.6%. As a reaction SMILES: [F:1][C:2]1[CH:7]=[CH:6][C:5]([C:8]2[C:9]([C:17]3[CH:22]=[CH:21][C:20]([S:23]([CH3:26])(=[O:25])=[O:24])=[CH:19][CH:18]=3)=[N:10][NH:11][C:12]=2[C:13]([F:16])([F:15])[F:14])=[CH:4][CH:3]=1.Br[CH2:28][C:29]([O:31][CH2:32][CH3:33])=[O:30].C(=O)([O-])[O-].[K+].[K+]>CN(C=O)C.C(OCC)(=O)C>[CH2:32]([O:31][C:29](=[O:30])[CH2:28][N:11]1[C:12]([C:13]([F:16])([F:14])[F:15])=[C:8]([C:5]2[CH:6]=[CH:7][C:2]([F:1])=[CH:3][CH:4]=2)[C:9]([C:17]2[CH:22]=[CH:21][C:20]([S:23]([CH3:26])(=[O:24])=[O:25])=[CH:19][CH:18]=2)=[N:10]1)[CH3:33] |f:2.3.4|. Procedure: 4-(4-Fluorophenyl)-3-[4-(methylsulfonyl)phenyl]-5-(trifluoromethyl)-1H-pyrazole (Example 1, Step 3) (2.11 g, 5.5 mmol) and ethyl bromoacetate (1.09 g, 6.5 mmol) were stirred vigorously in 15 mL dry DMF with finely powdered potassium carbonate (1.38 g, 10 mmol) under nitrogen at 25° C. for 3 hours. The mixture was diluted with ethyl acetate and filtered to remove solids. The organic filtrate was washed with two portions of water followed by brine, dried over MgSO4 and concentrated in vacuo. The d...